From a dataset of the Open Reaction Database (ORD), a public repository of structured organic reaction records. describe an organic reaction: reactants, conditions, products, and yield The reactants are C(C)(C)(C)N1S(C(=C(C1=O)NCCCOC=1C=NC=CC1)C1=CC=CC=C1)(=O)=O (2-tert-Butyl-5-phenyl-4-{[3-(pyridin-3-yloxy)propyl]amino}isothiazol-3(2H)-one 1,1-dioxide), C1=CC(=CC(=C1)Cl)C(=O)OO (mCPBA). The solvent is C(Cl)Cl (DCM). Reaction conditions: temperature 0 celsius, time 2 hour. Product: C(C)(C)(C)N1S(C(=C(C1=O)NCCCOC=1C=[N+](C=CC1)[O-])C1=CC=CC=C1)(=O)=O (2-tert-Butyl-4-({3-[(1-oxidopyridin-3-yl)oxy]propyl}amino)-5-phenylisothiazol-3(2H)-one 1,1-dioxide). The yield is 75.7%. Reaction SMILES: [C:1]([N:5]1[C:9](=[O:10])[C:8]([NH:11][CH2:12][CH2:13][CH2:14][O:15][C:16]2[CH:17]=[N:18][CH:19]=[CH:20][CH:21]=2)=[C:7]([C:22]2[CH:27]=[CH:26][CH:25]=[CH:24][CH:23]=2)[S:6]1(=[O:29])=[O:28])([CH3:4])([CH3:3])[CH3:2].C1C=C(Cl)C=C(C(OO)=[O:38])C=1>C(Cl)Cl>[C:1]([N:5]1[C:9](=[O:10])[C:8]([NH:11][CH2:12][CH2:13][CH2:14][O:15][C:16]2[CH:17]=[N+:18]([O-:38])[CH:19]=[CH:20][CH:21]=2)=[C:7]([C:22]2[CH:23]=[CH:24][CH:25]=[CH:26][CH:27]=2)[S:6]1(=[O:28])=[O:29])([CH3:4])([CH3:2])[CH3:3]. Reported procedure: 2-tert-Butyl-5-phenyl-4-{[3-(pyridin-3-yloxy)propyl]amino}isothiazol-3(2H)-one 1,1-dioxide (Example 5) (0.202 g, 0.49 mmol) was dissolved in dry DCM (15 ml) and cooled to 0° C. with an icebath. mCPBA (70%) (0.120 g, 0.53 mmol) was added and the icebath was removed and the reaction mixture was allowed to reach rt. After stirring for 2 h the reaction mixture was extracted with saturated aqueous NaHCO3 solution (20 ml) and brine (20 ml). The organic phase was dried (Na2SO4), filtered and evaporated... Reactants: C(=O)([O-])[O-].[K+].[K+] (K2CO3), C(C)NCC (diethyl amine), ClC=1C=[N+](C=CC1[N+](=O)[O-])[O-] (3-Chloro-4-nitro-pyridine-1-oxide), C(C)NCC (diethyl amine). Run in C1CCOC1 (THF). Reaction conditions: time 8 hour. The product is C(C)NC=1C=[N+](C=CC1[N+](=O)[O-])[O-] (3-Ethylamino-4-nitro-pyridine-1-oxide). RXN SMILES: C([O-])([O-])=O.[K+].[K+].Cl[C:8]1[CH:9]=[N+:10]([O-:17])[CH:11]=[CH:12][C:13]=1[N+:14]([O-:16])=[O:15].[CH2:18]([NH:20]CC)[CH3:19]>C1COCC1>[CH2:18]([NH:20][C:8]1[CH:9]=[N+:10]([O-:17])[CH:11]=[CH:12][C:13]=1[N+:14]([O-:16])=[O:15])[CH3:19] |f:0.1.2|. Reported procedure: Anhydrous K2CO3 (19 g, 144.5 mmol) is suspended in a solution of 3-Chloro-4-nitro-pyridine-1-oxide (10 g, 57.8 mmol) in anhydrous acetonitrle (100 mL). Excess diethyl amine (2.0 M) in THF is added to the above suspension under cold conditions (ice-bath). After complete addition of diethyl amine, the reaction mixture is allowed to warm to room temperature and left stirring overnight. The reaction mixture is filtered to remove K2CO3 and the filtrate evaporated under reduced pressure to remove vola... Reactants: [OH-].[Li+] (Lithium hydroxide), CC=1N=C(SC1C(=O)NCCC1=CC=C(OCC2=C(C(=O)OC)C=CC=C2)C=C1)C1=CC=C(C=C1)C(F)(F)F (methyl 2-[(4-{2-[({4-methyl-2-[4-(trifluoromethyl)phenyl]-1,3-thiazol-5-yl}carbonyl)amino]ethyl}-phenoxy)methyl]benzoate). The solvent is C1CCOC1 (THF), O (water). Yields the product CC=1N=C(SC1C(=O)NCCC1=CC=C(OCC2=C(C(=O)O)C=CC=C2)C=C1)C1=CC=C(C=C1)C(F)(F)F (2-[(4-{2-[({4-Methyl-2-[4-(trifluoromethyl)phenyl]-1,3-thiazol-5-yl}carbonyl)amino]ethyl}phenoxy)methyl]benzoic acid). Yield: 84.7%. As a reaction SMILES: [OH-].[Li+].[CH3:3][C:4]1[N:5]=[C:6]([C:32]2[CH:37]=[CH:36][C:35]([C:38]([F:41])([F:40])[F:39])=[CH:34][CH:33]=2)[S:7][C:8]=1[C:9]([NH:11][CH2:12][CH2:13][C:14]1[CH:31]=[CH:30][C:17]([O:18][CH2:19][C:20]2[CH:29]=[CH:28][CH:27]=[CH:26][C:21]=2[C:22]([O:24]C)=[O:23])=[CH:16][CH:15]=1)=[O:10]>O.C1COCC1>[CH3:3][C:4]1[N:5]=[C:6]([C:32]2[CH:37]=[CH:36][C:35]([C:38]([F:41])([F:39])[F:40])=[CH:34][CH:33]=2)[S:7][C:8]=1[C:9]([NH:11][CH2:12][CH2:13][C:14]1[CH:31]=[CH:30][C:17]([O:18][CH2:19][C:20]2[CH:29]=[CH:28][CH:27]=[CH:26][C:21]=2[C:22]([OH:24])=[O:23])=[CH:16][CH:15]=1)=[O:10] |f:0.1|. Reported procedure: Lithium hydroxide (4 mg, 0.166 mmol) in water (1 ml) was added into methyl 2-[(4-{2-[({4-methyl-2-[4-(trifluoromethyl)phenyl]-1,3-thiazol-5-yl}carbonyl)amino]ethyl}-phenoxy)methyl]benzoate (46 mg, 0.083 mmol) dissolved in THF (2 ml). The mixture was then irradiated in a microwave oven (Smith Synthesizer) at 150° C. for 7 minutes and then evaporated to remove THF. The residue was acidified with 1% hydrochloric acid, pH˜4, and extracted with ethyl acetate (×2). The organic extracts were combined a...